This data is from the Open Reaction Database (ORD), a public repository of structured organic reaction records. The task is: describe an organic reaction: reactants, conditions, products, and yield Starting materials: O[C@@H]1[C@H]([C@@H](CCC[C@H](CO)C)C)[C@]2(CC[C@@H]3[C@]4(CC[C@@H](CC4=CC[C@H]3[C@@H]2C1)O)C)C ((25R)-16β,26-DIHYDROXYCHOLESTEROL), C(C)(=O)[O-].[Na+] (sodium acetate), C(C)(=O)OCC (ethyl acetate). The reagents and catalysts are [O-2].[O-2].[O-2].[Cr+6] (chromium trioxide). Solvent: O (water), C(C)(=O)O (acetic acid), C(C)(=O)O (acetic acid), hexanes. Run at time 18 hour. The product is O=C1[C@H]([C@@H](CCC[C@H](CO)C)C)[C@]2(CC[C@@H]3[C@]4(CC[C@@H](CC4=CC[C@H]3[C@@H]2C1)O)C)C ((25R)-16-OXO-26-HYDROXYCHOLESTEROL). Isolated yield 62.9%. As a reaction SMILES: [OH:1][C@H:2]1[CH2:27][C@@H:26]2[C@:13]([CH3:30])([CH2:14][CH2:15][C@H:16]3[C@H:25]2[CH2:24][CH:23]=[C:22]2[C@:17]3([CH3:29])[CH2:18][CH2:19][C@H:20]([OH:28])[CH2:21]2)[C@H:3]1[C@H:4]([CH3:12])[CH2:5][CH2:6][CH2:7][C@@H:8]([CH3:11])[CH2:9][OH:10].C([O-])(=O)C.[Na+].C(OCC)(=O)C>O.C(O)(=O)C.[O-2].[O-2].[O-2].[Cr+6]>[O:1]=[C:2]1[CH2:27][C@@H:26]2[C@:13]([CH3:30])([CH2:14][CH2:15][C@H:16]3[C@H:25]2[CH2:24][CH:23]=[C:22]2[C@:17]3([CH3:29])[CH2:18][CH2:19][C@H:20]([OH:28])[CH2:21]2)[C@H:3]1[C@H:4]([CH3:12])[CH2:5][CH2:6][CH2:7][C@@H:8]([CH3:11])[CH2:9][OH:10] |f:1.2,6.7.8.9|. Procedure details: A solution of chromium trioxide (80 mg) in water (0.4 ml) and acetic acid (0.8 ml) is added dropwise to a solution of (25R)-16β,26-dihydroxycholesterol (2) (0.500 g), and sodium acetate (2.48 g) in glacial acetic acid (90 ml), and is stirred for 18 hours at room temperature. The excess reagent is then destroyed with methanol (15 ml), and solvent is evaporated under reduced pressure. The resulting residue is diluted with water, and extracted with methylene chloride. The organic layer is washed wi... Starting materials: CCOCCl, COC(c1ccc(NC(=O)c2c(C)nn(C)c2C)cc1CC(C)C)(C(F)(F)F)C(F)(F)F, Cl, [H-], [Na+], C1CCOC1. The product is CCOCN(C(=O)c1c(C)nn(C)c1C)c1ccc(C(OC)(C(F)(F)F)C(F)(F)F)c(CC(C)C)c1. RXN SMILES: [CH2:35]([CH3:36])[O:37][CH2:38][Cl:39].[CH2:3]([CH:4]([CH3:5])[CH3:6])[c:7]1[cH:8][c:9]([NH:24][C:25](=[O:26])[c:27]2[c:28]([CH3:34])[n:29][n:30]([CH3:33])[c:31]2[CH3:32])[cH:10][cH:11][c:12]1[C:13]([C:14]([F:15])([F:16])[F:17])([C:18]([F:19])([F:20])[F:21])[O:22][CH3:23].[ClH:40].[H-:1].[Na+:2].[O:41]1[CH2:42][CH2:43][CH2:44][CH2:45]1>>[CH2:3]([CH:4]([CH3:5])[CH3:6])[c:7]1[cH:8][c:9]([N:24]([C:25](=[O:26])[c:27]2[c:28]([CH3:34])[n:29][n:30]([CH3:33])[c:31]2[CH3:32])[CH2:38][O:37][CH2:35][CH3:36])[cH:10][cH:11][c:12]1[C:13]([C:14]([F:15])([F:16])[F:17])([C:18]([F:19])([F:20])[F:21])[O:22][CH3:23]. The reagents and catalysts are CN(C)C=1C=CN=CC1 (DMAP). As a reaction SMILES: [Cl:1][CH2:2][CH2:3][CH2:4]C(=O)C.[C:8]([Mg]Br)#[CH:9].OS([O-])(=O)=O.[Na+].[C:18]([O:21]C(=O)C)(=[O:20])[CH3:19].[CH2:25]1COC[CH2:26]1>CN(C1C=CN=CC=1)C.CCOCC.CO.N1C=CC=CC=1>[C:18]([O:21][C:8]([CH3:9])([CH2:4][CH2:3][CH2:2][Cl:1])[C:25]#[CH:26])(=[O:20])[CH3:19] |f:2.3|. Reported procedure: In a 1-L, 3-neck r.b. flask with an addition funnel, a solution 5-chloro-2-pentanone (33.1 g, 274 mmol) in THF (140 mL) was treated with ethynylmagnesium bromide (564 mL of a 0.5 M solution in THF, 282 mmol, 1.03 equiv) over 0.5 h at -78° C. The internal temperature rose to -30° C. during the addition. The mixture was allowed to warm to 0° C. and stirred for 1 h, then was poured into a cold mixture of ether (400 mL) and 1 N NaHSO4 (400 mL). The aqueous layer was extracted with ether (2×200 mL), ... Starting materials: ClCCCC(C)=O (5-chloro-2-pentanone), C(#C)[Mg]Br (ethynylmagnesium bromide), solution, C1CCOC1 (THF), C1CCOC1 (THF), 1-L, C(C)(=O)OC(C)=O (acetic anhydride), OS(=O)(=O)[O-].[Na+] (NaHSO4), OS(=O)(=O)[O-].[Na+] (NaHSO4). Isolated yield 58.8%. Product: C(C)(=O)OC(C#C)(CCCCl)C ((R/S)-6-Chloro-3-methylhex-1-yn-3-yl acetate). Reaction conditions: temperature 0 celsius, time 1 hour. The solvent is N1=CC=CC=C1 (pyridine), CCOCC (ether), CO (MeOH), CCOCC (ether). Reactants: CN(C=C(C(C)=O)C1=CC=C(OCC(CN2CCN(CC2)C2=C(C=CC=C2)OC)O)C=C1)C (1-[4-(4-dimethylamino-3-buten-2-on-3-yl)-phenoxy]-3-[4-(2-methoxyphenyl)-piperazin-1-yl]-propan2-ol), C([O-])([O-])=O.[K+].[K+] (potassium carbonate), C(#N)CC(=O)N (cyanoacetamide). The reagents and catalysts are S([O-])(O)(=O)=O.C(CCC)[N+](CCCC)(CCCC)CCCC (tetrabutylammonium bisulphate). Run in C(C)#N (acetonitrile). Product: C(#N)C=1C(NC(=C(C1)C1=CC=C(OCC(CN2CCN(CC2)C2=C(C=CC=C2)OC)O)C=C1)C)=O (1-[4-(3-cyano-1,2-dihydro-6-methyl-2-oxo-pyridin-5-yl)-penoxy]-3-[4-(2-methoxyphenyl)-piperazin-1-yl]-propan-2-ol). The yield is 23.4%. RXN SMILES: CN(C)[CH:3]=[C:4]([C:8]1[CH:32]=[CH:31][C:11]([O:12][CH2:13][CH:14]([OH:30])[CH2:15][N:16]2[CH2:21][CH2:20][N:19]([C:22]3[CH:27]=[CH:26][CH:25]=[CH:24][C:23]=3[O:28][CH3:29])[CH2:18][CH2:17]2)=[CH:10][CH:9]=1)[C:5](=O)[CH3:6].C(=O)([O-])[O-].[K+].[K+].[C:40]([CH2:42][C:43]([NH2:45])=[O:44])#[N:41]>C(#N)C.S(=O)(=O)(O)[O-].C([N+](CCCC)(CCCC)CCCC)CCC>[C:40]([C:42]1[C:43](=[O:44])[NH:45][C:5]([CH3:6])=[C:4]([C:8]2[CH:32]=[CH:31][C:11]([O:12][CH2:13][CH:14]([OH:30])[CH2:15][N:16]3[CH2:17][CH2:18][N:19]([C:22]4[CH:27]=[CH:26][CH:25]=[CH:24][C:23]=4[O:28][CH3:29])[CH2:20][CH2:21]3)=[CH:10][CH:9]=2)[CH:3]=1)#[N:41] |f:1.2.3,6.7|. Reported procedure: 9.0 g of 1-[4-(4-dimethylamino-3-buten-2-on-3-yl)-phenoxy]-3-[4-(2-methoxyphenyl)-piperazin-1-yl]-propan2-ol are heated under reflux in 100 ml of acetonitrile with 5.66 g of potassium carbonate, 0.67 g of tetrabutylammonium bisulphate and 2.52 g of cyanoacetamide for 36 hours. The solvent is then distilled off in vacuo, the residue is dissolved in 50 ml of water and the solution is neutralised with dilute hydrochloric acid and extracted several times with ethyl acetate. The extracts are dried an... The reactants are Cc1ccccc1, OCc1cc(Cl)ccn1, [Na+], O=C([O-])O, O=S(Cl)Cl. The product is ClCc1cc(Cl)ccn1. RXN SMILES: [CH3:19][c:20]1[cH:21][cH:22][cH:23][cH:24][cH:25]1.[Cl:1][c:2]1[cH:3][c:4]([CH2:8][OH:9])[n:5][cH:6][cH:7]1.[Na+:14].[OH:15][C:16](=[O:17])[O-:18].[S:10]([Cl:11])([Cl:12])=[O:13]>>[Cl:1][c:2]1[cH:3][c:4]([CH2:8][Cl:12])[n:5][cH:6][cH:7]1. The reactants are FC=1C=CC(=C(C1)CC(=O)N)C#C[Si](C)(C)C (2-(5-fluoro-2-((trimethylsilyl)ethynyl)phenyl)acetamide), CCCC[N+](CCCC)(CCCC)CCCC.[F-] (TBAF), O (water). Run in C(Cl)Cl (DCM). Conditions: temperature 0 celsius, time 10 minute. The product is C(#C)C1=C(C=C(C=C1)F)CC(=O)N (2-(2-Ethynyl-5-fluorophenyl)acetamide), solid. The yield is 67.0%. As a reaction SMILES: [F:1][C:2]1[CH:3]=[CH:4][C:5]([C:12]#[C:13][Si](C)(C)C)=[C:6]([CH2:8][C:9]([NH2:11])=[O:10])[CH:7]=1.CCCC[N+](CCCC)(CCCC)CCCC.[F-].O>C(Cl)Cl>[C:12]([C:5]1[CH:4]=[CH:3][C:2]([F:1])=[CH:7][C:6]=1[CH2:8][C:9]([NH2:11])=[O:10])#[CH:13] |f:1.2|. Reported procedure: To a solution of 2-(5-fluoro-2-((trimethylsilyl)ethynyl)phenyl)acetamide (A34) (0.239 g, 0.958 mmol) in DCM (10 mL) at 0° C. was added TBAF (1.0 M in THF; 1.44 mL, 1.44 mmol). The resulting mixture was stirred at 0° C. for 10 minutes, then poured into water (50 mL). The organic phase was separated and the aqueous layer was extracted with DCM (2×50 mL). The combined organic layers were washed with brine, dried (MgSO4) and the volatiles removed in vacuo. The residue was adsorbed onto silica gel th...